describe an organic reaction: reactants, conditions, products, and yield From a dataset of the Open Reaction Database (ORD), a public repository of structured organic reaction records. The reactants are S(O)(O)(=O)=O (sulfuric acid), [N+](=O)(O)[O-] (nitric acid), ice water, C(C)(=O)N1CC(C2=C(C(=C(C=C12)C)Br)C)CCC(=O)OCC (1-acetyl-5-bromo-3-(2-ethoxycarbonylethyl)-4,6-dimethylindoline). Solvent: CC(=O)O (AcOH). Conditions: time 5 hour. The product is C(C)(=O)N1CC(C2=C(C(=C(C(=C12)[N+](=O)[O-])C)Br)C)CCC(=O)OCC (1-acetyl-5-bromo-3-(2-ethoxycarbonylethyl)-4,6-dimethyl-7-nitroindoline). As a reaction SMILES: S(=O)(=O)(O)O.[N+:6]([O-:9])(O)=[O:7].[C:10]([N:13]1[C:21]2[C:16](=[C:17]([CH3:24])[C:18]([Br:23])=[C:19]([CH3:22])[CH:20]=2)[CH:15]([CH2:25][CH2:26][C:27]([O:29][CH2:30][CH3:31])=[O:28])[CH2:14]1)(=[O:12])[CH3:11]>CC(O)=O>[C:10]([N:13]1[C:21]2[C:16](=[C:17]([CH3:24])[C:18]([Br:23])=[C:19]([CH3:22])[C:20]=2[N+:6]([O-:9])=[O:7])[CH:15]([CH2:25][CH2:26][C:27]([O:29][CH2:30][CH3:31])=[O:28])[CH2:14]1)(=[O:12])[CH3:11]. Reported procedure: To a mixture of AcOH (10 ml), conc. sulfuric acid (10 ml) and nitric acid (0.55 ml) was added by portions 1-acetyl-5-bromo-3-(2-ethoxycarbonylethyl)-4,6-dimethylindoline (3.0 g) at 0° C., and the mixture was stirred at the same temperature for 5 hr. The reaction mixture was poured into ice water and extracted with CHCl3 (100 ml). After washing with water, the mixture was dried over anhydrous sodium sulfate. CHCl3 was evaporated under reduced pressure. The residue was purified by silica gel colum... Reactants: CCOCC, CCOC(=O)C(=NO)c1nccc(NC=O)n1, C=[N+]=[N-], C1COCCO1. The product is CCOC(=O)C(=NOC)c1nccc(NC=O)n1. As a reaction SMILES: [CH3:27][CH2:28][O:29][CH2:30][CH3:31].[CH:1](=[O:2])[NH:3][c:4]1[n:5][c:6]([C:10]([C:11](=[O:12])[O:13][CH2:14][CH3:15])=[N:16][OH:17])[n:7][cH:8][cH:9]1.[N+:18](=[N-:19])=[CH2:20].[O:21]1[CH2:22][CH2:23][O:24][CH2:25][CH2:26]1>>[CH:1](=[O:2])[NH:3][c:4]1[n:5][c:6]([C:10]([C:11](=[O:12])[O:13][CH2:14][CH3:15])=[N:16][O:17][CH3:20])[n:7][cH:8][cH:9]1. Starting materials: C(C)(=O)OC1(CC1)C(=O)NC1=CC=C(C=C1)C1=C(C2=C(N(C=C(C2=O)C(C2=CC=CC=C2)=O)CC2=C(C=CC=C2F)F)S1)CN(C)CC1=CC=CC=C1 (2-[4-[(1-acetoxycyclopropyl)carbonylamino]phenyl]-3-(N-benzyl-N-methylaminomethyl)-5-benzoyl-7-(2,6-difluorobenzyl)-4,7-dihydro-4-oxothieno[2,3-b]pyridine), [OH-].[Na+] (sodium hydroxide). The solvent is C(C)O (ethanol), C(Cl)(Cl)Cl (chloroform). Conditions: time 1 hour. Yields the product C(C1=CC=CC=C1)N(C)CC1=C(SC=2N(C=C(C(C21)=O)C(C2=CC=CC=C2)=O)CC2=C(C=CC=C2F)F)C2=CC=C(C=C2)NC(=O)C2(CC2)O (3-(N-benzyl-N-methylaminomethyl)-5-benzoyl-7-(2,6-difluorobenzyl)-4,7-dihydro-2-[4-[(1-hydroxycyclopropyl)carbonylamino]phenyl]-4-oxothieno[2,3-b]pyridine). Yield: 74.7%. RXN SMILES: C([O:4][C:5]1([C:8]([NH:10][C:11]2[CH:16]=[CH:15][C:14]([C:17]3[S:43][C:20]4[N:21]([CH2:34][C:35]5[C:40]([F:41])=[CH:39][CH:38]=[CH:37][C:36]=5[F:42])[CH:22]=[C:23]([C:26](=[O:33])[C:27]5[CH:32]=[CH:31][CH:30]=[CH:29][CH:28]=5)[C:24](=[O:25])[C:19]=4[C:18]=3[CH2:44][N:45]([CH2:47][C:48]3[CH:53]=[CH:52][CH:51]=[CH:50][CH:49]=3)[CH3:46])=[CH:13][CH:12]=2)=[O:9])[CH2:7][CH2:6]1)(=O)C.[OH-].[Na+]>C(O)C.C(Cl)(Cl)Cl>[CH2:47]([N:45]([CH2:44][C:18]1[C:19]2[C:24](=[O:25])[C:23]([C:26](=[O:33])[C:27]3[CH:28]=[CH:29][CH:30]=[CH:31][CH:32]=3)=[CH:22][N:21]([CH2:34][C:35]3[C:36]([F:42])=[CH:37][CH:38]=[CH:39][C:40]=3[F:41])[C:20]=2[S:43][C:17]=1[C:14]1[CH:13]=[CH:12][C:11]([NH:10][C:8]([C:5]2([OH:4])[CH2:7][CH2:6]2)=[O:9])=[CH:16][CH:15]=1)[CH3:46])[C:48]1[CH:53]=[CH:52][CH:51]=[CH:50][CH:49]=1 |f:1.2|. Procedure: A mixture of the compound obtained in Example 19 (0.24 g, 0.33 mmol) and 5N sodium hydroxide (0.07 ml) in ethanol (8 ml) was stirred at room temperature for 1 hour. After the solvent was distilled of f under reduced pressure, the residue obtained was dissolved in chloroform (30 ml) and the solution was washed with aqueous sodium bicarbonate (saturated, 20 ml) and brine (20 ml). After the organic layer was dried (Na2SO4), the solvent was distilled off under reduced pressure and the residue obtain... The reactants are [Cu]C#N (copper(I)cyanide), C(C)(C)(C)OC(=O)N1C[C@@H]2N(C=3C=C(C=CC3C2)Br)[C@@H](C1)C ((4R,10aR)-7-Bromo-4-methyl-3,4,10,10a-tetrahydro-1H-pyrazino[1,2-a]indole-2-carboxylic acid tert-butyl ester). Reagents/catalysts: [C-]#N.C(C)[N+](CC)(CC)CC (tetraethylammonium cyanide), C1(=CC=CC=C1)P([C-]1C=CC=C1)C1=CC=CC=C1.[C-]1(C=CC=C1)P(C1=CC=CC=C1)C1=CC=CC=C1.[Fe+2] (1,1′-bis(diphenylphosphino)ferrocene). The solvent is O1CCOCC1 (dioxane). The product is C(C)(C)(C)OC(=O)N1C[C@@H]2N(C=3C=C(C=CC3C2)C#N)[C@@H](C1)C ((4R,10aR)-7-Cyano-4-methyl-3,4,10,10a-tetrahydro-1H-pyrazino[1,2-a]indole-2-carboxylic acid tert-butyl ester). As a reaction SMILES: [C:1]([O:5][C:6]([N:8]1[CH2:21][C@@H:20]([CH3:22])[N:11]2[C:12]3[CH:13]=[C:14](Br)[CH:15]=[CH:16][C:17]=3[CH2:18][C@@H:10]2[CH2:9]1)=[O:7])([CH3:4])([CH3:3])[CH3:2].[Cu][C:24]#[N:25]>O1CCOCC1.[C-]#N.C([N+](CC)(CC)CC)C.C1(P(C2C=CC=CC=2)[C-]2C=CC=C2)C=CC=CC=1.[C-]1(P(C2C=CC=CC=2)C2C=CC=CC=2)C=CC=C1.[Fe+2]>[C:1]([O:5][C:6]([N:8]1[CH2:21][C@@H:20]([CH3:22])[N:11]2[C:12]3[CH:13]=[C:14]([C:24]#[N:25])[CH:15]=[CH:16][C:17]=3[CH2:18][C@@H:10]2[CH2:9]1)=[O:7])([CH3:4])([CH3:3])[CH3:2] |f:3.4,5.6.7|. Reported procedure: (4R,10aR)-7-Bromo-4-methyl-3,4,10,10a-tetrahydro-1H-pyrazino[1,2-a]indole-2-carboxylic acid tert-butyl ester (0.1 g) was dissolved in dioxane (2 mL) and copper(I)cyanide (0.1 g), tris-(dibenzylideneacetone)dipalladium chloroform complex (12 mg), 1,1′-bis(diphenylphosphino)ferrocene (24 mg) and tetraethylammonium cyanide (43 mg) were added. The mixture was heated to reflux for 18 h, cooled, filtered and the filter cake was washed with ethyl acetate. Saturated sodium bicarbonate solution (30 mL) w... The reactants are COC(C1=CC=C(C=C1)C(=O)N1CCN(CC1)C1=NC=CC=C1NC(C)C)=O (4-[1-[3-(Isopropylamino)-2-pyridyl]piperazin-4-yl-carbonyl]benzoic acid methyl ester), NCCN1CCOCC1 (4-(2-aminoethyl)morpholine), O (water). Solvent: C(C)O (ethanol), C(C)#N (acetonitrile). Conditions: time 1 hour. Yields the product C(C)(C)NC=1C(=NC=CC1)N1CCN(CC1)C(=O)C1=CC=C(C=C1)C(NCCN1CCOCC1)=O (4-[1-[3-(Isopropylamino)-2-pyridyl]piperazin-4-yl-carbonyl]-1-[N-[2-(morpholin-4-yl)ethyl]carbamoyl]benzene). The yield is 80.9%. Reaction SMILES: CO[C:3](=[O:28])[C:4]1[CH:9]=[CH:8][C:7]([C:10]([N:12]2[CH2:17][CH2:16][N:15]([C:18]3[C:23]([NH:24][CH:25]([CH3:27])[CH3:26])=[CH:22][CH:21]=[CH:20][N:19]=3)[CH2:14][CH2:13]2)=[O:11])=[CH:6][CH:5]=1.[NH2:29][CH2:30][CH2:31][N:32]1[CH2:37][CH2:36][O:35][CH2:34][CH2:33]1.O>C(O)C.C(#N)C>[CH:25]([NH:24][C:23]1[C:18]([N:15]2[CH2:16][CH2:17][N:12]([C:10]([C:7]3[CH:8]=[CH:9][C:4]([C:3](=[O:28])[NH:29][CH2:30][CH2:31][N:32]4[CH2:37][CH2:36][O:35][CH2:34][CH2:33]4)=[CH:5][CH:6]=3)=[O:11])[CH2:13][CH2:14]2)=[N:19][CH:20]=[CH:21][CH:22]=1)([CH3:27])[CH3:26]. Procedure: 4-[1-[3-(Isopropylamino)-2-pyridyl]piperazin-4-yl-carbonyl]benzoic acid methyl ester (1.2 g) was dissolved in a co-solvent of ethanol (10 ml) and acetonitrile (20 ml), and 4-(2-aminoethyl)morpholine (0.82 g) was added. The reaction mixture was heated to reflux for 15 hours and cooled. After excess of water was added to the solution at 30° C. to precipitate the crystals, the solution was stirred for 1 hour. Then, the solution was again cooled slowly, stirred at 10~15° C. for 2 hours and filtered.... The reactants are ClCCCC(C(=O)OC)C1=C(C=C(C(=C1)C(C)C)OC)C (Methyl 5-chloro-2-(5-isopropyl-4-methoxy-2-methylphenyl)pentanoate), [OH-].[Na+] (sodium hydroxide). Procedure: Methyl 5-chloro-2-(5-isopropyl-4-methoxy-2-methylphenyl)pentanoate (7.7 g) was dissolved in a mixed solvent of methanol (25 mL) and tetrahydrofuran (25 mL). A 5 N sodium hydroxide solution (22 mL) was added and the mixture was stirred at room temperature for four hours. The reaction solution was concentrated under reduced pressure and water was added, followed by washing with heptane. The aqueous layer was made acidic with 5 N hydrochloric acid, followed by extraction with tert-butyl methyl ethe... The yield is 84.3%. Solvent: CO (methanol), O1CCCC1 (tetrahydrofuran). Product: ClCCCC(C(=O)O)C1=C(C=C(C(=C1)C(C)C)OC)C (5-chloro-2-(5-isopropyl-4-methoxy-2-methylphenyl)pentanoic acid). Reaction conditions: time 4 hour. RXN SMILES: [Cl:1][CH2:2][CH2:3][CH2:4][CH:5]([C:10]1[CH:15]=[C:14]([CH:16]([CH3:18])[CH3:17])[C:13]([O:19][CH3:20])=[CH:12][C:11]=1[CH3:21])[C:6]([O:8]C)=[O:7].[OH-].[Na+]>CO.O1CCCC1>[Cl:1][CH2:2][CH2:3][CH2:4][CH:5]([C:10]1[CH:15]=[C:14]([CH:16]([CH3:18])[CH3:17])[C:13]([O:19][CH3:20])=[CH:12][C:11]=1[CH3:21])[C:6]([OH:8])=[O:7] |f:1.2|. The reactants are C(C1CO1)OCCCC (butyl glycidyl ether), C(C1CO1)OCC(CCCC)CC (2-ethylhexyl glycidyl ether), OC1=C(C=CC(=C1)OCC(COCC(CCCC)CC)O)C1=NC(=NC(=N1)C1=C(C=C(C=C1)OCC(COCC(CCCC)CC)O)O)OC (2,4-di{2-hydroxy-4-[3-(2-ethylhexoxy)-2-hydroxypropoxy]phenyl}-6-methoxy-1,3,5-triazine). Product: OC1=C(C=CC(=C1)OCC(COCCCC)O)C1=NC(=NC(=N1)C1=C(C=C(C=C1)OCC(COCCCC)O)O)OC (2,4-Di[2-hydroxy-4-(3-butoxy-2-hydroxypropoxy)phenyl]-6-methoxy-1,3,5-triazine). Reaction SMILES: C(OCCCC)C1OC1.C(OCC(CC)CCCC)C1OC1.[OH:23][C:24]1[CH:29]=[C:28]([O:30][CH2:31][CH:32]([OH:43])[CH2:33][O:34][CH2:35][CH:36](CC)[CH2:37][CH2:38]CC)[CH:27]=[CH:26][C:25]=1[C:44]1[N:49]=[C:48]([C:50]2[CH:55]=[CH:54][C:53]([O:56][CH2:57][CH:58]([OH:69])[CH2:59][O:60][CH2:61][CH:62](CC)[CH2:63][CH2:64]CC)=[CH:52][C:51]=2[OH:70])[N:47]=[C:46]([O:71][CH3:72])[N:45]=1>>[OH:23][C:24]1[CH:29]=[C:28]([O:30][CH2:31][CH:32]([OH:43])[CH2:33][O:34][CH2:35][CH2:36][CH2:37][CH3:38])[CH:27]=[CH:26][C:25]=1[C:44]1[N:49]=[C:48]([C:50]2[CH:55]=[CH:54][C:53]([O:56][CH2:57][CH:58]([OH:69])[CH2:59][O:60][CH2:61][CH2:62][CH2:63][CH3:64])=[CH:52][C:51]=2[OH:70])[N:47]=[C:46]([O:71][CH3:72])[N:45]=1. Procedure details: If the butyl glycidyl ether is replaced by 2-ethylhexyl glycidyl ether, 2,4-di{2-hydroxy-4-[3-(2-ethylhexoxy)-2-hydroxypropoxy]phenyl}-6-methoxy-1,3,5-triazine having a melting point of 98°-99° C. is obtained. Starting materials: CCOC(=O)Cn1c(C(=O)NCc2nnc(Br)n2-c2sc(CC)cc2C(=O)c2ccccc2Cl)cc2ccccc21, CCO, [Na+], [OH-], O=C(O)CC(O)(CC(=O)O)C(=O)O. The product is CCc1cc(C(=O)c2ccccc2Cl)c(-n2c(Br)nnc2CNC(=O)c2cc3ccccc3n2CC(=O)O)s1. As a reaction SMILES: [Br:1][c:2]1[n:3][n:4][c:5]([CH2:23][NH:24][C:25](=[O:26])[c:27]2[n:28]([CH2:36][C:37](=[O:38])[O:39][CH2:40][CH3:41])[c:29]3[cH:30][cH:31][cH:32][cH:33][c:34]3[cH:35]2)[n:6]1-[c:7]1[s:8][c:9]([CH2:21][CH3:22])[cH:10][c:11]1[C:12]([c:13]1[c:14]([Cl:19])[cH:15][cH:16][cH:17][cH:18]1)=[O:20].[CH3:57][CH2:58][OH:59].[Na+:43].[OH-:42].[OH:44][C:45]([CH2:46][C:47]([C:48](=[O:49])[OH:50])([CH2:51][C:52](=[O:53])[OH:54])[OH:55])=[O:56]>>[Br:1][c:2]1[n:3][n:4][c:5]([CH2:23][NH:24][C:25](=[O:26])[c:27]2[n:28]([CH2:36][C:37](=[O:38])[OH:39])[c:29]3[cH:30][cH:31][cH:32][cH:33][c:34]3[cH:35]2)[n:6]1-[c:7]1[s:8][c:9]([CH2:21][CH3:22])[cH:10][c:11]1[C:12]([c:13]1[c:14]([Cl:19])[cH:15][cH:16][cH:17][cH:18]1)=[O:20].